From a dataset of the Open Reaction Database (ORD), a public repository of structured organic reaction records. describe an organic reaction: reactants, conditions, products, and yield Reactants: C(C)(=O)N[C@H]1[C@H](O[C@@H]([C@@H]([C@@H]1O)O)CO)NC(CCCCCNC(C=C)=O)=O (2-acetamido-1-(6-acrylamidohexanamido)-1,2-dideoxy-a-D-galactopyranose), C(C=C)(=O)N (acrylamide). The solvent is O (water). Run at temperature 60 celsius, time 24 hour. Product: OC1[C@H](N)[C@@H](O)[C@@H](O)[C@H](O1)CO.C(C=C)(=O)N (galactosamine acrylamide). Isolated yield 249.8%. As a reaction SMILES: C([NH:4][C@@H:5]1[C@@H:10]([OH:11])[C@@H:9]([OH:12])[C@@H:8]([CH2:13][OH:14])[O:7][C@@H:6]1NC(=O)CCCCCNC(=O)C=C)(=O)C.[C:28]([NH2:32])(=[O:31])[CH:29]=[CH2:30]>O>[OH:31][CH:6]1[O:7][C@H:8]([CH2:13][OH:14])[C@H:9]([OH:12])[C@H:10]([OH:11])[C@H:5]1[NH2:4].[C:28]([NH2:32])(=[O:31])[CH:29]=[CH2:30] |f:3.4|. Procedure details: Monomer 52 (150 mg, 0.4 mmol) and acrylamide (1.15 g, 1.6 mmol) were dissolved in 3 mL of water and purged with nitrogen for S min. The radical initiator V-50 (2.5 mg) was added to the reaction mixture and the solution was heated to 60° C. for 30 min. The solution became viscous during this period. The heating was discontinued and the reaction mixture was stirred for 24 hr at room temperature. The viscous solution was poured into 50 mL of isopropanol while stirring, causing the polymer to precip... Product: O=C(O)c1csc(CCl)n1. Starting materials: COC(=O)c1csc(CCl)n1, Cl, C1COCCO1, O. RXN SMILES: [Cl:2][CH2:3][c:4]1[s:5][cH:6][c:7]([C:9](=[O:10])[O:11][CH3:12])[n:8]1.[ClH:1].[O:13]1[CH2:14][CH2:15][O:16][CH2:17][CH2:18]1.[OH2:19]>>[Cl:2][CH2:3][c:4]1[s:5][cH:6][c:7]([C:9](=[O:10])[OH:11])[n:8]1. Starting materials: CC1=C(C(=O)O)C=CC=C1 (2-methylbenzoic acid), N1(CCOCC1)C(CN)C=1C=NC=CC1 ((2-morpholin-4-yl-2-pyridin-3-ylethyl)amine). Product: CC1=C(C(=O)NCC(C=2C=NC=CC2)N2CCOCC2)C=CC=C1 (2-Methyl-N-(2-morpholin-4-yl-2-pyridin-3-yl-ethyl)-benzamide). Reaction SMILES: [CH3:1][C:2]1[CH:10]=[CH:9][CH:8]=[CH:7][C:3]=1[C:4]([OH:6])=O.[N:11]1([CH:17]([C:20]2[CH:21]=[N:22][CH:23]=[CH:24][CH:25]=2)[CH2:18][NH2:19])[CH2:16][CH2:15][O:14][CH2:13][CH2:12]1>>[CH3:1][C:2]1[CH:10]=[CH:9][CH:8]=[CH:7][C:3]=1[C:4]([NH:19][CH2:18][CH:17]([N:11]1[CH2:16][CH2:15][O:14][CH2:13][CH2:12]1)[C:20]1[CH:21]=[N:22][CH:23]=[CH:24][CH:25]=1)=[O:6]. Procedure: From 2-methylbenzoic acid and (2-morpholin-4-yl-2-pyridin-3-ylethyl)amine. The reactants are BrC=1C=CC(=C(C1)C(C(F)F)=O)F (1-(5-bromo-2-fluoro-phenyl)-2,2-difluoro-ethanone), CC(C)(C)OC(N=P(C1=CC=CC=C1)(C1=CC=CC=C1)C1=CC=CC=C1)=O (N-(triphenylphosphoranylidene)-carbamic acid 1,1-dimethylethyl ester), CCCCCC (hexane), C1(=CC=CC=C1)P(C1=CC=CC=C1)(C1=CC=CC=C1)=O (triphenylphosphine oxide). Run in C1(=CC=CC=C1)C (toluene). Run at temperature 100 celsius, time 2 day. Product: C(C)(C)(C)OC(\N=C(/C(F)F)\C1=C(C=CC(=C1)Br)F)=O ([1-(5-Bromo-2-fluoro-phenyl)-2,2-difluoro-eth-(Z)-ylidene]-carbamic acid tert-butyl ester). The yield is 51.1%. Reaction SMILES: [Br:1][C:2]1[CH:3]=[CH:4][C:5]([F:13])=[C:6]([C:8](=O)[CH:9]([F:11])[F:10])[CH:7]=1.[CH3:14][C:15]([O:18][C:19](=[O:40])[N:20]=P(C1C=CC=CC=1)(C1C=CC=CC=1)C1C=CC=CC=1)([CH3:17])[CH3:16].CCCCCC.C1(P(=O)(C2C=CC=CC=2)C2C=CC=CC=2)C=CC=CC=1>C1(C)C=CC=CC=1>[C:15]([O:18][C:19](=[O:40])/[N:20]=[C:8](/[C:6]1[CH:7]=[C:2]([Br:1])[CH:3]=[CH:4][C:5]=1[F:13])\[CH:9]([F:11])[F:10])([CH3:17])([CH3:16])[CH3:14]. Procedure: A suspension of 1-(5-bromo-2-fluoro-phenyl)-2,2-difluoro-ethanone (16.0 g, 63.2 mmol) and N-(triphenylphosphoranylidene)-carbamic acid 1,1-dimethylethyl ester (CAS 68014-21-1) (26.3 g, 69.6 mmol) in 12 ml toluene was stirred at 100° C. for 2 days. The suspension became clear. After being cooled down somewhat, hexane was added till crystallization of triphenylphosphine oxide started. The mixture was filtered and the filtrate was purified by chromatography on silica gel with hexane/TBME 1-5% to gi... Reactants: COc1ccc(C=O)cc1OC, CO, CCOC(C)=O, Cl, [Na+], [OH-], O, CC(=O)c1cc(Oc2ccccc2)c(NS(C)(=O)=O)cc1O. The product is COc1ccc(C=CC(=O)c2cc(Oc3ccccc3)c(NS(C)(=O)=O)cc2O)cc1OC. RXN SMILES: [CH3:23][O:24][c:25]1[cH:26][cH:27][c:28]([CH:29]=[O:30])[cH:31][c:32]1[O:33][CH3:34].[CH3:38][OH:39].[CH3:41][CH2:42][O:43][C:44](=[O:45])[CH3:46].[ClH:37].[Na+:36].[OH-:35].[OH2:40].[OH:1][c:2]1[c:3]([C:20](=[O:21])[CH3:22])[cH:4][c:5]([O:13][c:14]2[cH:15][cH:16][cH:17][cH:18][cH:19]2)[c:6]([NH:8][S:9](=[O:10])(=[O:11])[CH3:12])[cH:7]1>>[OH:1][c:2]1[c:3]([C:20](=[O:21])[CH:22]=[CH:29][c:28]2[cH:27][cH:26][c:25]([O:24][CH3:23])[c:32]([O:33][CH3:34])[cH:31]2)[cH:4][c:5]([O:13][c:14]2[cH:15][cH:16][cH:17][cH:18][cH:19]2)[c:6]([NH:8][S:9](=[O:10])(=[O:11])[CH3:12])[cH:7]1. The reactants are O (water), resultant mixture, COB(OC)OC (Trimethylborate), C(CCC)[Li] (n-Butyllithium), BrC1=C(OC=C1)CCO[Si](C)(C)C(C)(C)C ([2-(3-bromofuran-2-yl)-ethoxy]-tert-butyldimethylsilane), BrC1=C(OC=C1)CCO[Si](C)(C)C(C)(C)C ([2-(3-bromofuran-2-yl)-ethoxy]-tert-butyldimethylsilane). The solvent is C(C)OCC (diethyl ether). Reaction conditions: temperature 0 celsius, time 10 minute. Product: [Si](C)(C)(C(C)(C)C)OCCC=1OC=CC1B(O)O (2-[2-(tert-butyldimethylsilanyloxy)-ethyl]-furan-3-yl-boronic acid). Yield: 34.7%. As a reaction SMILES: C([Li])CCC.Br[C:7]1[CH:11]=[CH:10][O:9][C:8]=1[CH2:12][CH2:13][O:14][Si:15]([C:18]([CH3:21])([CH3:20])[CH3:19])([CH3:17])[CH3:16].C[O:23][B:24](OC)[O:25]C.O>C(OCC)C>[Si:15]([O:14][CH2:13][CH2:12][C:8]1[O:9][CH:10]=[CH:11][C:7]=1[B:24]([OH:25])[OH:23])([C:18]([CH3:21])([CH3:20])[CH3:19])([CH3:17])[CH3:16]. Procedure details: n-Butyllithium (2.5M in hexanes, 5.78 mL) was added to a solution of [2-(3-bromofuran-2-yl)-ethoxy]-tert-butyldimethylsilane (Intermediate 34, 4.01 g) in diethyl ether (130 mL) at −60° C. under nitrogen and the resultant mixture was stirred for 30 minutes. Trimethylborate (2.73 g) was then added to the mixture and it was stirred for a further 10 minutes. The reaction mixture was warmed to 0° C., water was added and the mixture was stirred for 15 minutes. The organic layer was separated, dried (M... The reactants are COC=1C=NC=C(C1)B1OC(C)(C)C(C)(C)O1 (3-methoxypyridine-5-boronic acid pinacol ester), BrC=1C=C(N)C=CC1 (3-bromoaniline), C(=O)([O-])[O-].[Na+].[Na+] (Na2CO3). Reagents/catalysts: C=1C=CC(=CC1)[P](C=2C=CC=CC2)(C=3C=CC=CC3)[Pd]([P](C=4C=CC=CC4)(C=5C=CC=CC5)C=6C=CC=CC6)([P](C=7C=CC=CC7)(C=8C=CC=CC8)C=9C=CC=CC9)[P](C=1C=CC=CC1)(C=1C=CC=CC1)C=1C=CC=CC1 (Pd(PPh3)4). Run in COCCOC (DME). The product is COC=1C=C(C=NC1)C=1C=C(C=CC1)N (3-(5-methoxy-pyridin-3-yl)-phenylamine). Yield: 58.0%. RXN SMILES: [CH3:1][O:2][C:3]1[CH:4]=[N:5][CH:6]=[C:7](B2OC(C)(C)C(C)(C)O2)[CH:8]=1.Br[C:19]1[CH:20]=[C:21]([CH:23]=[CH:24][CH:25]=1)[NH2:22].C([O-])([O-])=O.[Na+].[Na+]>COCCOC.C1C=CC([P]([Pd]([P](C2C=CC=CC=2)(C2C=CC=CC=2)C2C=CC=CC=2)([P](C2C=CC=CC=2)(C2C=CC=CC=2)C2C=CC=CC=2)[P](C2C=CC=CC=2)(C2C=CC=CC=2)C2C=CC=CC=2)(C2C=CC=CC=2)C2C=CC=CC=2)=CC=1>[CH3:1][O:2][C:3]1[CH:8]=[C:7]([C:19]2[CH:20]=[C:21]([NH2:22])[CH:23]=[CH:24][CH:25]=2)[CH:6]=[N:5][CH:4]=1 |f:2.3.4,^1:41,43,62,81|. Reported procedure: 3-methoxypyridine-5-boronic acid pinacol ester (0.205 g, 0.872 mmol) and 3-bromoaniline (0.063 mL, 0.581 mmol) were combined in DME (3 mL) in a flame-dried, round-bottom flask. Na2CO3 (2M, 0.610 mL, 1.22 mmol) and Pd(PPh3)4 (0.02 g, 0.017 mmol) were added to the stirred solution. The reaction was refluxed overnight under argon flow, and subsequently cooled to room temperature. The solvent was removed under vacuum and the resulting residue was resuspended in CH2Cl2. The organic phase was dried ov...